From a dataset of the Open Reaction Database (ORD), a public repository of structured organic reaction records. describe an organic reaction: reactants, conditions, products, and yield The reactants are CS(=O)(=O)c1cc(Br)ccc1C(=O)O, Cc1ccc(N2CCNCC2=O)c(C)c1, CN1CCOCC1, CO, ClC(Cl)Cl, Cl. Yields the product Cc1ccc(N2CCN(C(=O)c3ccc(Br)cc3S(C)(=O)=O)CC2=O)c(C)c1. Reaction SMILES: [Br:17][c:18]1[cH:19][c:20]([S:27](=[O:28])(=[O:29])[CH3:30])[c:21]([C:22](=[O:23])[OH:24])[cH:25][cH:26]1.[CH3:2][c:3]1[c:4]([N:10]2[C:11](=[O:16])[CH2:12][NH:13][CH2:14][CH2:15]2)[cH:5][cH:6][c:7]([CH3:9])[cH:8]1.[CH3:35][N:36]1[CH2:37][CH2:38][O:39][CH2:40][CH2:41]1.[CH3:42][OH:43].[CH:31]([Cl:32])([Cl:33])[Cl:34].[ClH:1]>>[CH3:2][c:3]1[c:4]([N:10]2[C:11](=[O:16])[CH2:12][N:13]([C:22]([c:21]3[c:20]([S:27](=[O:28])(=[O:29])[CH3:30])[cH:19][c:18]([Br:17])[cH:26][cH:25]3)=[O:23])[CH2:14][CH2:15]2)[cH:5][cH:6][c:7]([CH3:9])[cH:8]1. Reactants: yellow oil, C(C#CC)OC1=CC=C(C=C1)SC(C(=O)OCC)C1=CC=C(C=C1)OC (ethyl {[4-(2-butynyloxy)phenyl]sulfanyl}(4-methoxyphenyl)acetate), ethyl [(4-hydroxyphenyl)sulfanyl](4-methoxyphenyl) acetate, BrCC#CC (4-bromo-2-butyne), yellow oil. Run at time 24 hour. Yields the product C(C#CC)OC1=CC=C(C=C1)SC(C(=O)OCC)C1=CC=C(C=C1)OC (Ethyl {[4-(2-butynyloxy)phenyl]sulfanyl}(4-methoxyphenyl)acetate), C(C#CC)OC1=CC=C(C=C1)SC(C(=O)O)C1=CC=C(C=C1)OC ({[4-(2-butynyloxy)phenyl]sulfanyl}(4-methoxyphenyl) acetic acid). The yield is 96.0%. Reaction SMILES: BrCC#CC.[CH2:6]([O:10][C:11]1[CH:16]=[CH:15][C:14]([S:17][CH:18]([C:24]2[CH:29]=[CH:28][C:27]([O:30][CH3:31])=[CH:26][CH:25]=2)[C:19]([O:21][CH2:22][CH3:23])=[O:20])=[CH:13][CH:12]=1)[C:7]#[C:8][CH3:9]>>[CH2:6]([O:10][C:11]1[CH:12]=[CH:13][C:14]([S:17][CH:18]([C:24]2[CH:29]=[CH:28][C:27]([O:30][CH3:31])=[CH:26][CH:25]=2)[C:19]([O:21][CH2:22][CH3:23])=[O:20])=[CH:15][CH:16]=1)[C:7]#[C:8][CH3:9].[CH2:6]([O:10][C:11]1[CH:12]=[CH:13][C:14]([S:17][CH:18]([C:24]2[CH:29]=[CH:28][C:27]([O:30][CH3:31])=[CH:26][CH:25]=2)[C:19]([OH:21])=[O:20])=[CH:15][CH:16]=1)[C:7]#[C:8][CH3:9]. Procedure details: Ethyl {[4-(2-butynyloxy)phenyl]sulfanyl}(4-methoxyphenyl)acetate was prepared according to the general method as outlined in example 1 (step 1), starting from ethyl [(4-hydroxyphenyl)sulfanyl](4-methoxyphenyl) acetate (15.82 g, 49.7 mmol) and 4-bromo-2-butyne (4.79 ml, 54.7 mmol); 17.66 g yellow oil. Yield 96%; MS(EI): 370.1 (M+H)+{[4-(2-butynyloxy)phenyl]sulfanyl}(4-methoxyphenyl) acetic acid was prepared according to the general method as outlined in example 1 (step 5), (the hydrolysis was car... Reactants: ClC=1C=C(N)C=CC1 (3-chloroaniline), C(\C=C\C)(=O)O (crotonic acid). Yields the product ClC=1C=C(NC(CC(=O)O)C)C=CC1 (3-(3-Chloroanilino)butanoic acid). As a reaction SMILES: [Cl:1][C:2]1[CH:3]=[C:4]([CH:6]=[CH:7][CH:8]=1)[NH2:5].[C:9]([OH:14])(=[O:13])/[CH:10]=[CH:11]/[CH3:12]>>[Cl:1][C:2]1[CH:3]=[C:4]([CH:6]=[CH:7][CH:8]=1)[NH:5][CH:11]([CH3:12])[CH2:10][C:9]([OH:14])=[O:13]. Procedure: 3-(3-Chloroanilino)butanoic acid is prepared in a manner similar to that described in Example 1, but starting from 3-chloroaniline (65 cc; 0.5 mol), crotonic acid (11.20 g; 0.129 mol) and distilled water (31 cc). After purification, a product (14.66 g; 68.6 mmol) is thus obtained in the form of a white powder which melts at about 50° C. Starting materials: C1CCOC1, Cc1onc(-c2ccccc2)c1CO, Clc1ccc(Cl)nn1, [H-], [Na+]. Yields the product Cc1onc(-c2ccccc2)c1COc1ccc(Cl)nn1. Reaction SMILES: [CH2:25]1[O:26][CH2:27][CH2:28][CH2:29]1.[CH3:1][c:2]1[c:3]([CH2:13][OH:14])[c:4](-[c:7]2[cH:8][cH:9][cH:10][cH:11][cH:12]2)[n:5][o:6]1.[Cl:17][c:18]1[n:19][n:20][c:21]([Cl:24])[cH:22][cH:23]1.[H-:15].[Na+:16]>>[CH3:1][c:2]1[c:3]([CH2:13][O:14][c:21]2[n:20][n:19][c:18]([Cl:17])[cH:23][cH:22]2)[c:4](-[c:7]2[cH:8][cH:9][cH:10][cH:11][cH:12]2)[n:5][o:6]1. Starting materials: ClC1=CC=2C(=NN(N2)C2=C(C(=CC(=C2)C(C)(C)CC(C)(C)C)C(C)(C)C2=CC=CC=C2)O)C=C1 (5-chloro-2-(2-hydroxy-3-α-cumyl-5-tert-octylphenyl)-2H-benzotriazole), C(CCCCCCCC)S (nonyl mercaptan). Yields the product C(CCCCCCCC)SC1=CC=2C(=NN(N2)C2=C(C(=CC(=C2)C(C)(C)CC(C)(C)C)C(C)(C)C2=CC=CC=C2)O)C=C1 (5-Nonylthio-2-(2-hydroxy-3-α-cumyl-5-tert-octylphenyl)-2H-benzotriazole). Reaction SMILES: Cl[C:2]1[CH:34]=[CH:33][C:5]2=[N:6][N:7]([C:9]3[CH:14]=[C:13]([C:15]([CH2:18][C:19]([CH3:22])([CH3:21])[CH3:20])([CH3:17])[CH3:16])[CH:12]=[C:11]([C:23]([C:26]4[CH:31]=[CH:30][CH:29]=[CH:28][CH:27]=4)([CH3:25])[CH3:24])[C:10]=3[OH:32])[N:8]=[C:4]2[CH:3]=1.[CH2:35]([SH:44])[CH2:36][CH2:37][CH2:38][CH2:39][CH2:40][CH2:41][CH2:42][CH3:43]>>[CH2:35]([S:44][C:2]1[CH:34]=[CH:33][C:5]2=[N:6][N:7]([C:9]3[CH:14]=[C:13]([C:15]([CH2:18][C:19]([CH3:22])([CH3:21])[CH3:20])([CH3:17])[CH3:16])[CH:12]=[C:11]([C:23]([C:26]4[CH:31]=[CH:30][CH:29]=[CH:28][CH:27]=4)([CH3:25])[CH3:24])[C:10]=3[OH:32])[N:8]=[C:4]2[CH:3]=1)[CH2:36][CH2:37][CH2:38][CH2:39][CH2:40][CH2:41][CH2:42][CH3:43]. Procedure details: Using the procedure of Example 4 with 30 g of 5-chloro-2-(2-hydroxy-3-α-cumyl-5-tert-octylphenyl)-2H-benzotriazole and 17.6 g of nonyl mercaptan, the title compound is prepared. Reactants: COC=1C=C(C=CC1OC)C1=CC(N(C(N1CC1CO1)=O)C)=O (6-(3,4-dimethoxyphenyl)-1-(2,3-epoxypropyl)-3-methyl-2,4(1H,3H)-pyrimidinedione), C(C)(C)(C)N (tert-butylamine). Yields the product C(C)(C)(C)NCC(CN1C(N(C(C=C1C1=CC(=C(C=C1)OC)OC)=O)C)=O)O (1-(3-tert-butylamino-2-hydroxy-1-propyl)-6-(3,4-dimethoxyphenyl)-3-methyl-2,4(1H,3H)pyrimidinedione). RXN SMILES: [CH3:1][O:2][C:3]1[CH:4]=[C:5]([C:11]2[N:16]([CH2:17][CH:18]3[O:20][CH2:19]3)[C:15](=[O:21])[N:14]([CH3:22])[C:13](=[O:23])[CH:12]=2)[CH:6]=[CH:7][C:8]=1[O:9][CH3:10].[C:24]([NH2:28])([CH3:27])([CH3:26])[CH3:25]>>[C:24]([NH:28][CH2:19][CH:18]([OH:20])[CH2:17][N:16]1[C:11]([C:5]2[CH:6]=[CH:7][C:8]([O:9][CH3:10])=[C:3]([O:2][CH3:1])[CH:4]=2)=[CH:12][C:13](=[O:23])[N:14]([CH3:22])[C:15]1=[O:21])([CH3:27])([CH3:26])[CH3:25]. Procedure: To a solution of 6-(3,4-dimethoxyphenyl)-1-(2,3-epoxypropyl)-3-methyl-2,4(1H,3H)-pyrimidinedione (0.6 g) in ehtanol (20 ml) was added tert-butylamine (2 ml). The mixture was refluxed for 2.5 hours and evaporated in vacuo. The resulting syrup was triturated in a mixture of diethyl ether and diisopropyl ether to give 1-(3-tert-butylamino-2-hydroxy-1-propyl)-6-(3,4-dimethoxyphenyl)-3-methyl-2,4(1H,3H)pyrimidinedione (0.66 g). Reactants: C(#N)C1=CC=C(C=C(C(=O)OCC)C(C)=O)C=C1 (ethyl 2-(4-cyanobenzylidene)-3-oxobutanoate), N1N=C(N=C1N)N (1H-1,2,4-triazole-3,5-diamine), C([O-])(O)=O.[Na+] (sodium bicarbonate). Run in CN(C)C=O (DMF). Reaction conditions: temperature 63 celsius, time 12 hour. The product is NC1=NN2C(NC(=C(C2C2=CC=C(C=C2)C#N)C(=O)OCC)C)=N1 (Ethyl 2-amino-7-(4-cyanophenyl)-5-methyl-4,7-dihydro[1,2,4]triazolo[1,5-a]pyrimidine-6-carboxylate). Reaction SMILES: [C:1]([C:3]1[CH:18]=[CH:17][C:6]([CH:7]=[C:8]([C:14](=O)[CH3:15])[C:9]([O:11][CH2:12][CH3:13])=[O:10])=[CH:5][CH:4]=1)#[N:2].[NH:19]1[C:23]([NH2:24])=[N:22][C:21]([NH2:25])=[N:20]1.C(=O)(O)[O-].[Na+]>CN(C=O)C>[NH2:24][C:23]1[N:22]=[C:21]2[NH:25][C:14]([CH3:15])=[C:8]([C:9]([O:11][CH2:12][CH3:13])=[O:10])[CH:7]([C:6]3[CH:17]=[CH:18][C:3]([C:1]#[N:2])=[CH:4][CH:5]=3)[N:20]2[N:19]=1 |f:2.3|. Procedure: Under an atmosphere of argon, ethyl 2-(4-cyanobenzylidene)-3-oxobutanoate (12.2 g, 50.1 mmol; preparation see WO 2004/020410-A2, Example 32A) and 1H-1,2,4-triazole-3,5-diamine (6.0 g, 60.5 mmol, 1.2 eq.) were dissolved in DMF (150 ml). Solid sodium bicarbonate (30.7 g, 365.6 mmol, 6 eq.) was added, and the mixture was stirred at 63° C. for 12 h. The mixture was then filtered and the DMF was distilled off from the filtrate under reduced pressure. The residue was suspended in ethanol and stirred, ...